Dataset: the Open Reaction Database (ORD), a public repository of structured organic reaction records. Task: describe an organic reaction: reactants, conditions, products, and yield Starting materials: OC(CC(C)=O)CCSC1=CC=C(C=C1)C(F)(F)F (4-hydroxy-6-(4-trifluoromethylphenylthio)-2-hexanone), C1(=CC=C(C=C1)S(=O)(=O)O)C (p-toluenesulfonic acid). Run in C1(=CC=CC=C1)C (toluene). Yields the product FC(C1=CC=C(C=C1)SCCC=CC(C)=O)(F)F (6-(4-trifluoromethylphenylthio)-3-hexen-2-one). Reaction SMILES: O[CH:2]([CH2:7][CH2:8][S:9][C:10]1[CH:15]=[CH:14][C:13]([C:16]([F:19])([F:18])[F:17])=[CH:12][CH:11]=1)[CH2:3][C:4](=[O:6])[CH3:5].C1(C)C=CC(S(O)(=O)=O)=CC=1>C1(C)C=CC=CC=1>[F:18][C:16]([F:17])([F:19])[C:13]1[CH:14]=[CH:15][C:10]([S:9][CH2:8][CH2:7][CH:2]=[CH:3][C:4](=[O:6])[CH3:5])=[CH:11][CH:12]=1. Procedure: 0.3 Gram of 4-hydroxy-6-(4-trifluoromethylphenylthio)-2-hexanone was dissolved in 30 ml of toluene, and 0.004 g of p-toluenesulfonic acid was added thereto. The resulting mixture was refluxed for 30 minutes with stirring, allowed to cool and then treated in the same manner as in Production example 34. Thus, 6-(4-trifluoromethylphenylthio)-3-hexen-2-one was obtained (purity: 98.5%). Starting materials: C(C1=CC=CC=C1)OC(CC1(CCCC1)C(=O)NC(CC(=O)OC(C)(C)C)CC1=CC=C(C=C1)C1=CC=CC=C1)=O (tert-butyl 3-(1-(2-(benzyloxy)-2-oxoethyl)cyclopentanecarboxamido)-4-(biphenyl-4-yl)butanoate), C(=O)(C(F)(F)F)O (TFA). Run in C(Cl)Cl (DCM). Conditions: time 1 hour. The product is C(C1=CC=CC=C1)OC(CC1(CCCC1)C(=O)NC(CC(=O)O)CC1=CC=C(C=C1)C1=CC=CC=C1)=O (3-(1-(2-(benzyloxy)-2-oxoethyl)cyclopentanecarboxamido)-4-(biphenyl-4-yl)butanoic acid). Isolated yield 114.8%. Reaction SMILES: [CH2:1]([O:8][C:9](=[O:41])[CH2:10][C:11]1([C:16]([NH:18][CH:19]([CH2:28][C:29]2[CH:34]=[CH:33][C:32]([C:35]3[CH:40]=[CH:39][CH:38]=[CH:37][CH:36]=3)=[CH:31][CH:30]=2)[CH2:20][C:21]([O:23]C(C)(C)C)=[O:22])=[O:17])[CH2:15][CH2:14][CH2:13][CH2:12]1)[C:2]1[CH:7]=[CH:6][CH:5]=[CH:4][CH:3]=1.C(O)(C(F)(F)F)=O>C(Cl)Cl>[CH2:1]([O:8][C:9](=[O:41])[CH2:10][C:11]1([C:16]([NH:18][CH:19]([CH2:28][C:29]2[CH:30]=[CH:31][C:32]([C:35]3[CH:40]=[CH:39][CH:38]=[CH:37][CH:36]=3)=[CH:33][CH:34]=2)[CH2:20][C:21]([OH:23])=[O:22])=[O:17])[CH2:15][CH2:14][CH2:13][CH2:12]1)[C:2]1[CH:7]=[CH:6][CH:5]=[CH:4][CH:3]=1. Procedure: To a solution of tert-butyl 3-(1-(2-(benzyloxy)-2-oxoethyl)cyclopentanecarboxamido)-4-(biphenyl-4-yl)butanoate (38 mg, 0.068 mmol) in DCM (0.7 ml), TFA (0.263 ml, 3.42 mmol) was added. After stirred for 1 hour, the reaction mixture was concentrated to give 3-(1-(2-(benzyloxy)-2-oxoethyl)cyclopentanecarboxamido)-4-(biphenyl-4-yl)butanoic acid (39 mg); Retention time=1.73 minutes (condition B); MS (m+1)=500.4;